This data is from the Open Reaction Database (ORD), a public repository of structured organic reaction records. The task is: describe an organic reaction: reactants, conditions, products, and yield Starting materials: adduct, C(C)(=O)O (acetic acid), C(C)(C)(C)OC(COC1=C2C=C(N(C2=CC=C1)CC1=CC=CC=C1)CC)=O ([[2-ethyl-1-(phenylmethyl)-1H-indol-4-yl]oxy]acetic acid tert-butyl ester), C(C(Cl)(Cl)Cl)OC(=O)/N=N/C(=O)OCC(Cl)(Cl)Cl (bis(2,2,2-trichloroethyl)azodicarboxylate), C[Si](C)(C)N=C=O (trimethylsilylisocyanate). The reagents and catalysts are [Zn] (zinc). Solvent: C1CCOC1 (THF), O (water), C(C)OCC (diethyl ether), C1CCOC1 (THF). Reaction conditions: time 18 hour. Product: C(C)(C)(C)OC(COC1=C2C(=C(N(C2=CC=C1)CC1=CC=CC=C1)CC)NC(=O)N)=O ([[2-Ethyl-1-(phenylmethyl)-3-ureido-1H-indol-4-yl)oxy]acetic Acid tert-butyl Ester). The yield is 69.0%. Reaction SMILES: [C:1]([O:5][C:6](=[O:27])[CH2:7][O:8][C:9]1[CH:17]=[CH:16][CH:15]=[C:14]2[C:10]=1[CH:11]=[C:12]([CH2:25][CH3:26])[N:13]2[CH2:18][C:19]1[CH:24]=[CH:23][CH:22]=[CH:21][CH:20]=1)([CH3:4])([CH3:3])[CH3:2].C(OC(/N=[N:37]/[C:38]([O:40]CC(Cl)(Cl)Cl)=O)=O)C(Cl)(Cl)Cl.C(O)(=O)C.C[Si]([N:54]=C=O)(C)C>C(OCC)C.C1COCC1.O.[Zn]>[C:1]([O:5][C:6](=[O:27])[CH2:7][O:8][C:9]1[CH:17]=[CH:16][CH:15]=[C:14]2[C:10]=1[C:11]([NH:37][C:38]([NH2:54])=[O:40])=[C:12]([CH2:25][CH3:26])[N:13]2[CH2:18][C:19]1[CH:20]=[CH:21][CH:22]=[CH:23][CH:24]=1)([CH3:4])([CH3:3])[CH3:2]. Procedure: A solution of 2.3 g (6.3 mmol) [[2-ethyl-1-(phenylmethyl)-1H-indol-4-yl]oxy]acetic acid tert-butyl ester and 4.8 g (12.6 mmol) bis(2,2,2-trichloroethyl)azodicarboxylate in diethyl ether is stirred for 24 hours at room temperature. The resulting solid is filtered and vacuum dried. This adduct (1 g, 1.3 mmol) is dissolved in 10 mL of THF and treated with zinc (1 g) and glacial acetic acid (0.5 mL). After stirring for 30 minutes at room temperature an excess of trimethylsilylisocyanate in 1 mL of T... Starting materials: CC1Cc2nnc(-c3cccc(C(F)(F)F)c3)cc2C(O)C1, CC(=O)OC(C)=O, c1ccncc1. Product: CC(=O)OC1CC(C)Cc2nnc(-c3cccc(C(F)(F)F)c3)cc21. Reaction SMILES: [CH3:1][CH:2]1[CH2:3][CH:4]([OH:22])[c:5]2[cH:6][c:7](-[c:12]3[cH:13][c:14]([C:18]([F:19])([F:20])[F:21])[cH:15][cH:16][cH:17]3)[n:8][n:9][c:10]2[CH2:11]1.[CH3:23][C:24](=[O:25])[O:26][C:27](=[O:28])[CH3:29].[cH:30]1[cH:31][cH:32][n:33][cH:34][cH:35]1>>[CH3:1][CH:2]1[CH2:3][CH:4]([O:22][C:24]([CH3:23])=[O:25])[c:5]2[cH:6][c:7](-[c:12]3[cH:13][c:14]([C:18]([F:19])([F:20])[F:21])[cH:15][cH:16][cH:17]3)[n:8][n:9][c:10]2[CH2:11]1. The reactants are O=Cc1cc(Br)cc(Cl)c1Cl, [BH3-]C#N, CC(=O)O, CO, NC1CC1, [Na+]. The product is Clc1cc(Br)cc(CNC2CC2)c1Cl. Reaction SMILES: [Br:1][c:2]1[cH:3][c:4]([Cl:11])[c:5]([Cl:10])[c:6]([CH:7]=[O:8])[cH:9]1.[C:16]([BH3-:17])#[N:18].[CH3:20][C:21](=[O:22])[OH:23].[CH3:24][OH:25].[CH:12]1([NH2:15])[CH2:13][CH2:14]1.[Na+:19]>>[Br:1][c:2]1[cH:3][c:4]([Cl:11])[c:5]([Cl:10])[c:6]([CH2:7][NH:15][CH:12]2[CH2:13][CH2:14]2)[cH:9]1.